This data is from the Open Reaction Database (ORD), a public repository of structured organic reaction records. The task is: describe an organic reaction: reactants, conditions, products, and yield Reactants: OC1=CC(=CC2=CC=C(C=C12)OC)C(=O)OC (methyl 4-hydroxy-6-methoxy-2-naphthoate), COC1=CC=C(C=C1)C(C#C)(O)C1=CC=C(C=C1)OC (1,1-di(4-methoxyphenyl)prop-2-yn-1-ol). Solvent: C1(=CC=CC=C1)C (toluene). The product is COC1=CC=C2C=C(C3=C(OC(C=C3)(C3=CC=C(C=C3)OC)C3=CC=C(C=C3)OC)C2=C1)C(=O)OC (methyl 9-methoxy-2,2-bis(4-methoxyphenyl)-2H-naphtho[1,2-b]pyran-5-carboxylate). The yield is 38.1%. RXN SMILES: [OH:1][C:2]1[C:11]2[C:6](=[CH:7][CH:8]=[C:9]([O:12][CH3:13])[CH:10]=2)[CH:5]=[C:4]([C:14]([O:16][CH3:17])=[O:15])[CH:3]=1.[CH3:18][O:19][C:20]1[CH:25]=[CH:24][C:23]([C:26]([C:30]2[CH:35]=[CH:34][C:33]([O:36][CH3:37])=[CH:32][CH:31]=2)(O)[C:27]#[CH:28])=[CH:22][CH:21]=1>C1(C)C=CC=CC=1>[CH3:13][O:12][C:9]1[CH:10]=[C:11]2[C:6]([CH:5]=[C:4]([C:14]([O:16][CH3:17])=[O:15])[C:3]3[CH:28]=[CH:27][C:26]([C:30]4[CH:31]=[CH:32][C:33]([O:36][CH3:37])=[CH:34][CH:35]=4)([C:23]4[CH:24]=[CH:25][C:20]([O:19][CH3:18])=[CH:21][CH:22]=4)[O:1][C:2]=32)=[CH:7][CH:8]=1. Procedure details: A solution of methyl 4-hydroxy-6-methoxy-2-naphthoate (1.0 g, 4.3 mmol) and 1,1-di(4-methoxyphenyl)prop-2-yn-1-ol (1.16 g, 4.3 mmol) in toluene (45 cm3) containing acidic alumina (Brockmann 1), (4.0 g) was refluxed for 45 minutes. The cooled solution was filtered and the alumina was washed well with EtOAc (200 cm3). The organic filtrate was washed with aqueous sodium hydroxide (2M, 2×50 cm3) and water (100 cm3). Removal of the dried (Na2SO4) EtOAc gave an oil which was flash chromatographed over... Reactants: CC(C)(C)OC(=O)N1CCC(O)C1, CCOC(C)=O, CI, CCCCCC, [H-], [Na+], CN(C)C=O. The product is COC1CCN(C(=O)OC(C)(C)C)C1. RXN SMILES: [C:1]([CH3:2])([CH3:3])([CH3:4])[O:5][C:6](=[O:7])[N:8]1[CH2:9][CH:10]([OH:13])[CH2:11][CH2:12]1.[C:24]([O:25][CH2:26][CH3:27])(=[O:28])[CH3:29].[CH3:16][I:17].[CH3:18][CH2:19][CH2:20][CH2:21][CH2:22][CH3:23].[H-:14].[Na+:15].[O:30]=[CH:31][N:32]([CH3:33])[CH3:34]>>[C:1]([CH3:2])([CH3:3])([CH3:4])[O:5][C:6](=[O:7])[N:8]1[CH2:9][CH:10]([O:13][CH3:18])[CH2:11][CH2:12]1.